Task: describe an organic reaction: reactants, conditions, products, and yield. Dataset: the Open Reaction Database (ORD), a public repository of structured organic reaction records Reactants: CI (methyl iodide), Cl (HCl), C(CCC)[Li] (butyllithium), C(C)(C)NC(C)C (diisopropylamine), C(=O)(OCC)C1N=C(SC1)C1=CC=CC=C1 (4-carbethoxy-2-phenyl-thiazoline). Solvent: CC(C)(C)OC (MTBE), CC(C)(C)OC (MTBE). Reaction conditions: temperature -15 celsius, time 30 minute. Yields the product C(=O)(OCC)C1(N=C(SC1)C1=CC=CC=C1)C (4-carbethoxy-4-methyl-2-phenylthiazoline). Reaction SMILES: [CH2:1]([Li])CCC.C(NC(C)C)(C)C.[C:13]([CH:18]1[CH2:22][S:21][C:20]([C:23]2[CH:28]=[CH:27][CH:26]=[CH:25][CH:24]=2)=[N:19]1)([O:15][CH2:16][CH3:17])=[O:14].CI.Cl>CC(OC)(C)C>[C:13]([C:18]1([CH3:1])[CH2:22][S:21][C:20]([C:23]2[CH:28]=[CH:27][CH:26]=[CH:25][CH:24]=2)=[N:19]1)([O:15][CH2:16][CH3:17])=[O:14]. Procedure details: 152.2 g (0.594 mol, 1.10 eq) of butyllithium solution (25% strength in heptane) were added dropwise under nitrogen in the course of 30 min to a solution of 90.8 ml (65.6 g, 0.648 mol, 1.20 eq) of diisopropylamine in 800 ml of absolute MTBE at −15° C. This solution was stirred at −15° C. for 30 min. 400 ml of the MTBE solution containing the 4-carbethoxy-2-phenyl-thiazoline were added dropwise at −15° C. in the course of 30 min and the mixture was stirred at −15° C. for 1 h, whereby a brown solut... Yields the product ClC=1C=C(C=CC1OC=1C=C2C(=NC=NC2=CC1)NC1=NN(C=C1)C)CO ([3-Chloro-4-({4-[(1-methyl-1H-pyrazol-3-yl)amino]-quinazolin-6-yl}oxy)phenyl]methanol). Reactants: compound, ClC1=NC=NC2=CC=C(C=C12)O (4-chloro-6-hydroxy-quinazoline), FC1=C(C=C(C=C1)CO)Cl (4-fluoro-3-chlorobenzenemethanol), NC1=NN(C=C1)C (3-amino-1-methyl-1H-pyrazole). Reaction SMILES: F[C:2]1[CH:7]=[CH:6][C:5]([CH2:8][OH:9])=[CH:4][C:3]=1[Cl:10].[NH2:11][C:12]1[CH:16]=[CH:15][N:14]([CH3:17])[N:13]=1.Cl[C:19]1[C:28]2[C:23](=[CH:24][CH:25]=[C:26]([OH:29])[CH:27]=2)[N:22]=[CH:21][N:20]=1>>[Cl:10][C:3]1[CH:4]=[C:5]([CH2:8][OH:9])[CH:6]=[CH:7][C:2]=1[O:29][C:26]1[CH:27]=[C:28]2[C:23](=[CH:24][CH:25]=1)[N:22]=[CH:21][N:20]=[C:19]2[NH:11][C:12]1[CH:16]=[CH:15][N:14]([CH3:17])[N:13]=1. Reported procedure: The compound of Example 131 was manufactured by the same method as in Example 95, by a similar method thereto or by a combination of such a method with a conventional method using 4-fluoro-3-chlorobenzenemethanol, 3-amino-1-methyl-1H-pyrazole and 4-chloro-6-hydroxy-quinazoline.